From a dataset of the Open Reaction Database (ORD), a public repository of structured organic reaction records. describe an organic reaction: reactants, conditions, products, and yield The reactants are FC(C(=O)O)(F)F (Trifluoracetic acid), C(C)(C)(C)OC(=O)N1C=CC=2CN(CCC21)C(CCCCC(C)(C)C(=O)OCC)C2=C(C=CC=C2)Cl (5-[1-(2-Chlorophenyl)-6-ethoxycarbonyl-6-methylheptyl]-4,5,6,7-tetrahydro-pyrrolo[3,2-c]pyridine-1-carboxylic acid tert-butyl ester), ice water. Run in ClCCl (dichloromethane). Reaction conditions: time 2 hour. Product: C(C)OC(C(CCCCC(N1CC2=C(CC1)NC=C2)C2=C(C=CC=C2)Cl)(C)C)=O (7-(2-chlorophenyl)-2,2 dimethyl-7-(1,4,6,7-tetrahydro-pyrrolo[3,2-c]pyridine-5-yl)-heptanoic acid ethyl ester). Yield: 40.8%. As a reaction SMILES: C(OC([N:8]1[C:16]2[CH2:15][CH2:14][N:13]([CH:17]([C:30]3[CH:35]=[CH:34][CH:33]=[CH:32][C:31]=3[Cl:36])[CH2:18][CH2:19][CH2:20][CH2:21][C:22]([C:25]([O:27][CH2:28][CH3:29])=[O:26])([CH3:24])[CH3:23])[CH2:12][C:11]=2[CH:10]=[CH:9]1)=O)(C)(C)C.FC(F)(F)C(O)=O>ClCCl>[CH2:28]([O:27][C:25](=[O:26])[C:22]([CH3:24])([CH3:23])[CH2:21][CH2:20][CH2:19][CH2:18][CH:17]([C:30]1[CH:35]=[CH:34][CH:33]=[CH:32][C:31]=1[Cl:36])[N:13]1[CH2:14][CH2:15][C:16]2[NH:8][CH:9]=[CH:10][C:11]=2[CH2:12]1)[CH3:29]. Procedure details: 5-[1-(2-Chlorophenyl)-6-ethoxycarbonyl-6-methylheptyl]-4,5,6,7-tetrahydro-pyrrolo[3,2-c]pyridine-1-carboxylic acid tert-butyl ester (1.0 g, 1.94 mmol) was dissolved in dichloromethane (40 mL) under an argon atmosphere. Trifluoracetic acid (4.0 mL, 40.7 mmol) was added to the solution. After 2 hours, the mixture was poured into ice/water (90 mL) and extracted with dichloromethane (3×20 mL). The combined organic layers were dried over sodium sulfate, filtered, and concentrated under reduced pressu... Isolated yield 66.3%. The solvent is CCCCCC (hexane), O1CCCC1 (tetrahydrofuran), O1CCCC1 (tetrahydrofuran). Yields the product C(C)(C)(C)OC(=O)N[C@@H](CC1CCCCC1)[C@@H]1C[C@H](C(O1)=O)C ((3R, 5S)-5-[(1S)-1-(t-Butoxycarbonyl)amino-2-cyclohexylethyl]-3-methyldihydrofuran-2(3H)-one). Reaction conditions: time 30 minute. As a reaction SMILES: [CH2:1]([Li])CCC.C(NC(C)C)(C)C.[C:13]([O:17][C:18]([NH:20][C@H:21]([C@H:29]1[O:33][C:32](=[O:34])[CH2:31][CH2:30]1)[CH2:22][CH:23]1[CH2:28][CH2:27][CH2:26][CH2:25][CH2:24]1)=[O:19])([CH3:16])([CH3:15])[CH3:14].CI.[Cl-].[NH4+]>CCCCCC.O1CCCC1>[C:13]([O:17][C:18]([NH:20][C@H:21]([C@H:29]1[O:33][C:32](=[O:34])[C@H:31]([CH3:1])[CH2:30]1)[CH2:22][CH:23]1[CH2:24][CH2:25][CH2:26][CH2:27][CH2:28]1)=[O:19])([CH3:16])([CH3:14])[CH3:15] |f:4.5|. Reported procedure: 2.83 ml (7.07 mmole) of butyllithium (as a 2.5M solution in hexane) were added, at -78° C. and under an atmosphere of nitrogen, to a solution of 0.99 ml (7.07 mmole) of diisopropylamine in 20 ml of anhydrous tetrahydrofuran. The resulting mixture was then stirred at the same temperature for 30 minutes, after which a solution of 1.0 g (3.2 mmole) of (5S)-5-[(1S)-1-(t-butoxycarbonyl)amino-2-cyclohexylethyl]dihydrofuran-2(3H)-one in 10 ml of anhydrous tetrahydrofuran was added to it. The mixture wa... The reactants are C(CCC)[Li] (butyllithium), solution, C(C)(C)NC(C)C (diisopropylamine), [Cl-].[NH4+] (ammonium chloride), CI (methyl iodide), C(C)(C)(C)OC(=O)N[C@@H](CC1CCCCC1)[C@@H]1CCC(O1)=O ((5S)-5-[(1S)-1-(t-butoxycarbonyl)amino-2-cyclohexylethyl]dihydrofuran-2(3H)-one). Reactants: C(C1=CC=CC=C1)(=O)N1CCC2(CC1)OC1=C(C(C2)=O)C=C(C=C1)OC (1'-benzoyl-3,4-dihydro-6-methoxy-spiro[(2H)-1-benzopyran-2,4'-piperidine]-4-one), [BH4-].[Na+] (sodium borohydride), C1(=CC=C(C=C1)S(=O)(=O)O)C (p-toluenesulfonic acid). The reagents and catalysts are [Pd] (palladium on carbon). Product: C(C1=CC=CC=C1)(=O)N1CCC2(CC1)OC1=C(CC2)C=C(C=C1)OC (1'-Benzoyl-3,4-dihydro-6-methoxy-spiro[(2H)-1-benzopyran-2,4'-piperidine]). Yield: 54.0%. Reaction SMILES: [C:1]([N:9]1[CH2:14][CH2:13][C:12]2([CH2:19][C:18](=O)[C:17]3[CH:21]=[C:22]([O:25][CH3:26])[CH:23]=[CH:24][C:16]=3[O:15]2)[CH2:11][CH2:10]1)(=[O:8])[C:2]1[CH:7]=[CH:6][CH:5]=[CH:4][CH:3]=1.[BH4-].[Na+].C1(C)C=CC(S(O)(=O)=O)=CC=1>[Pd]>[C:1]([N:9]1[CH2:14][CH2:13][C:12]2([CH2:19][CH2:18][C:17]3[CH:21]=[C:22]([O:25][CH3:26])[CH:23]=[CH:24][C:16]=3[O:15]2)[CH2:11][CH2:10]1)(=[O:8])[C:2]1[CH:3]=[CH:4][CH:5]=[CH:6][CH:7]=1 |f:1.2|. Procedure details: Following the procedures as described in Example 435, 1'-benzoyl-3,4-dihydro-6-methoxy-spiro[(2H)-1-benzopyran-2,4'-piperidine]-4-one was reduced with sodium borohydride, dehydrated with p-toluenesulfonic acid and hydrogenated with palladium on carbon (5%) under hydrogen (50 psi) to give the piperidine as a foam (54%).